Dataset: the Open Reaction Database (ORD), a public repository of structured organic reaction records. Task: describe an organic reaction: reactants, conditions, products, and yield Starting materials: [Br-], CC[Mg+], C1CCOC1, CC(C)[O-], CC(C)[O-], CC(C)[O-], CC(C)[O-], Cl, N#Cc1ccc(N)cn1, O, [Ti+4]. Yields the product Nc1ccc(C2(N)CC2)nc1. Reaction SMILES: [Br-:10].[CH2:11]([CH3:12])[Mg+:13].[CH2:14]1[O:15][CH2:16][CH2:17][CH2:18]1.[CH3:21][CH:22]([CH3:23])[O-:24].[CH3:26][CH:27]([CH3:28])[O-:29].[CH3:30][CH:31]([CH3:32])[O-:33].[CH3:34][CH:35]([CH3:36])[O-:37].[ClH:20].[NH2:1][c:2]1[cH:3][cH:4][c:5]([C:8]#[N:9])[n:6][cH:7]1.[OH2:19].[Ti+4:25]>>[NH2:1][c:2]1[cH:3][cH:4][c:5]([C:8]2([NH2:9])[CH2:11][CH2:12]2)[n:6][cH:7]1. The reactants are OCCCBr, CCc1ccc(C(=O)OC)cc1O, CC#N, [K+], [K+], O=C([O-])[O-], O. The product is CCc1ccc(C(=O)OC)cc1OCCCO. As a reaction SMILES: [Br:14][CH2:15][CH2:16][CH2:17][OH:18].[CH3:1][O:2][C:3]([c:4]1[cH:5][c:6]([OH:12])[c:7]([CH2:10][CH3:11])[cH:8][cH:9]1)=[O:13].[CH3:26][C:27]#[N:28].[K+:19].[K+:20].[O-:21][C:22]([O-:23])=[O:24].[OH2:25]>>[CH3:1][O:2][C:3]([c:4]1[cH:5][c:6]([O:12][CH2:15][CH2:16][CH2:17][OH:18])[c:7]([CH2:10][CH3:11])[cH:8][cH:9]1)=[O:13]. Starting materials: CN(C)C=O, CC(C)N(O)C(C)C, [H-], O=[N+]([O-])c1ccc2c(c1)C(c1ccccc1Cl)=NCc1nnc(CCl)n1-2, [Na+]. The product is CC(C)N(Cc1nnc2n1-c1ccc([N+](=O)[O-])cc1C(c1ccccc1Cl)=NC2)C(C)C. As a reaction SMILES: [CH3:37][N:38]([CH3:39])[CH:40]=[O:41].[CH:1]([CH3:2])([CH3:3])[N:4]([OH:5])[CH:6]([CH3:7])[CH3:8].[H-:9].[N+:11](=[O:12])([O-:13])[c:14]1[cH:15][cH:16][c:17]2[c:18]([cH:36]1)[C:19]([c:29]1[c:30]([Cl:35])[cH:31][cH:32][cH:33][cH:34]1)=[N:20][CH2:21][c:22]1[n:23]-2[c:24]([CH2:27][Cl:28])[n:25][n:26]1.[Na+:10]>>[CH:1]([CH3:2])([CH3:3])[N:4]([CH:6]([CH3:7])[CH3:8])[CH2:27][c:24]1[n:23]2[c:22]([n:26][n:25]1)[CH2:21][N:20]=[C:19]([c:29]1[c:30]([Cl:35])[cH:31][cH:32][cH:33][cH:34]1)[c:18]1[c:17]-2[cH:16][cH:15][c:14]([N+:11](=[O:12])[O-:13])[cH:36]1. Isolated yield 13.0%. As a reaction SMILES: [C:1]([O:5][C:6]([N:8]1[CH2:14][CH2:13][CH2:12][N:11]([C:15]2[CH:20]=[CH:19][C:18]([NH2:21])=[C:17]([C:22](=[O:31])[NH:23][CH2:24][C:25](=[O:30])[NH:26][CH:27]([CH3:29])[CH3:28])[CH:16]=2)[CH2:10][CH2:9]1)=[O:7])([CH3:4])([CH3:3])[CH3:2].Cl.[CH3:33][O:34][C:35]1[CH:36]=[C:37]([CH:43]=[CH:44][CH:45]=1)[C:38](=N)OCC>CCO>[C:1]([O:5][C:6]([N:8]1[CH2:14][CH2:13][CH2:12][N:11]([C:15]2[CH:16]=[C:17]3[C:18](=[CH:19][CH:20]=2)[N:21]=[C:38]([C:37]2[CH:43]=[CH:44][CH:45]=[C:35]([O:34][CH3:33])[CH:36]=2)[N:23]([CH2:24][C:25](=[O:30])[NH:26][CH:27]([CH3:28])[CH3:29])[C:22]3=[O:31])[CH2:10][CH2:9]1)=[O:7])([CH3:2])([CH3:4])[CH3:3] |f:1.2|. Procedure details: A mixture of 4-{4-Amino-3-[(isopropylcarbamoylmethyl)carbamoyl]phenyl}perhydro-1,4-diazepine-1-carboxylic acid tert-butyl ester (INTERMEDIATE V.2) (300 mg, 0.69 mmol) and ethyl 3-methoxybenzimidate hydrochloride (INTERMEDIATE II.2) (298 mg, 1.38 mmol) in EtOH (6 mL) was heated at reflux temperature for 16 h. The reaction mixture was cooled, filtered and the filtrate concentrated in vacuo. The crude residue was purified by preparative HPLC to afford 4-[3-(isopropylcarbamoylmethyl)-2-(3-methoxyphe... Reactants: C(C)(C)(C)OC(=O)N1CCN(CCC1)C1=CC(=C(C=C1)N)C(NCC(NC(C)C)=O)=O (4-{4-Amino-3-[(isopropylcarbamoylmethyl)carbamoyl]phenyl}perhydro-1,4-diazepine-1-carboxylic acid tert-butyl ester), Cl.COC=1C=C(C(OCC)=N)C=CC1 (ethyl 3-methoxybenzimidate hydrochloride). The solvent is CCO (EtOH). Product: C(C)(C)(C)OC(=O)N1CCN(CCC1)C=1C=C2C(N(C(=NC2=CC1)C1=CC(=CC=C1)OC)CC(NC(C)C)=O)=O (4-[3-(isopropylcarbamoylmethyl)-2-(3-methoxyphenyl)-4-oxo-3,4-dihydroquinazolin-6-yl]perhydro-1,4-diazepine-1-carboxylic acid tert-butyl ester). Reactants: C(C)(C)N(C(=O)[C@@H]1[C@]2(C)[C@@H](CC1)[C@@H]1CCC=3C=C(C=CC3[C@H]1CC2)O)C(C)C (N,N-diisopropyl estr-1,3,5(10)-triene-3-ol-17β-carboxamide), solution, BrBr (bromine), ice water. Solvent: C(C)(=O)O (acetic acid), C(C)(=O)O (acetic acid). Reaction conditions: time 5 minute. The product is C(C)(C)N(C(=O)[C@@H]1[C@]2(C)[C@@H](CC1)[C@@H]1CCC=3C=C(C(=CC3[C@H]1CC2)Br)O)C(C)C (N,N-diisopropyl-2-bromo-estr-1,3,5(10)-triene-3-ol-17β-carboxamide), C(C)(C)N(C(=O)[C@@H]1[C@]2(C)[C@@H](CC1)[C@@H]1CCC=3C(=C(C=CC3[C@H]1CC2)O)Br)C(C)C (N,N-diisopropyl-4-bromo-estr-1,3,5(10)-triene-3-ol-17β-carboxamide). As a reaction SMILES: [CH:1]([N:4]([CH:26]([CH3:28])[CH3:27])[C:5]([C@H:7]1[CH2:12][CH2:11][C@H:10]2[C@H:13]3[C@H:22]([CH2:23][CH2:24][C@:8]12[CH3:9])[C:21]1[CH:20]=[CH:19][C:18]([OH:25])=[CH:17][C:16]=1[CH2:15][CH2:14]3)=[O:6])([CH3:3])[CH3:2].[Br:29]Br>C(O)(=O)C>[CH:26]([N:4]([CH:1]([CH3:2])[CH3:3])[C:5]([C@H:7]1[CH2:12][CH2:11][C@H:10]2[C@H:13]3[C@H:22]([CH2:23][CH2:24][C@:8]12[CH3:9])[C:21]1[CH:20]=[C:19]([Br:29])[C:18]([OH:25])=[CH:17][C:16]=1[CH2:15][CH2:14]3)=[O:6])([CH3:28])[CH3:27].[CH:26]([N:4]([CH:1]([CH3:2])[CH3:3])[C:5]([C@H:7]1[CH2:12][CH2:11][C@H:10]2[C@H:13]3[C@H:22]([CH2:23][CH2:24][C@:8]12[CH3:9])[C:21]1[CH:20]=[CH:19][C:18]([OH:25])=[C:17]([Br:29])[C:16]=1[CH2:15][CH2:14]3)=[O:6])([CH3:28])[CH3:27]. Procedure details: A solution of N,N-diisopropyl estr-1,3,5(10)-triene-3-ol-17β-carboxamide (1.85 g, 4.82 mmol) in 185 ml of warm acetic acid was cooled to 20° C. and 4.48 ml (4.82 mmol) of a 1.08 M solution of bromine in acetic acid was added slowly. After stirring at ambient temperature for 5 min, the reaction mixture was poured into ice water and extracted twice with dichloromethane. The combined dichloromethane extracts were washed twice with water, dried over anhydrous MgSO4 and concentrated. Chromatography (... Reactants: ClC1=NC(=C2N=C(NC2=N1)C(C)(C)O)N1CCOCC1 (2-(2-Chloro-6-morpholino-9H-purin-8-yl)propan-2-ol), ICCC (iodopropane). As a reaction SMILES: [Cl:1][C:2]1[N:10]=[C:9]2[C:5]([N:6]=[C:7]([C:11]([OH:14])([CH3:13])[CH3:12])[NH:8]2)=[C:4]([N:15]2[CH2:20][CH2:19][O:18][CH2:17][CH2:16]2)[N:3]=1.I[CH2:22][CH2:23][CH3:24]>>[Cl:1][C:2]1[N:10]=[C:9]2[C:5]([N:6]=[C:7]([C:11]([OH:14])([CH3:13])[CH3:12])[N:8]2[CH2:22][CH2:23][CH3:24])=[C:4]([N:15]2[CH2:16][CH2:17][O:18][CH2:19][CH2:20]2)[N:3]=1. Procedure: 2-(2-Chloro-6-morpholino-9H-purin-8-yl)propan-2-ol (100 mg) was treated with iodopropane via General Procedure C to give crude intermediate 2-(2-chloro-6-morpholino-9-propyl-9H-purin-8-yl)propan-2-ol which was treated with 2-aminopyrimidine-5-boronic acid, pinacol ester via General Procedure A and was purified via reverse phase HPLC to give 34 mg of 104 as a white solid. MS (Q1) 399.3 (M)+. Yields the product ClC1=NC(=C2N=C(N(C2=N1)CCC)C(C)(C)O)N1CCOCC1 (2-(2-chloro-6-morpholino-9-propyl-9H-purin-8-yl)propan-2-ol). Reactants: C=1(O)C(=CC(O)=CC1)C1=CC=CC=C1COCC1=CC=CC=C1C=1C(O)=CC=C(C1)O (hydroquinone monobenzyl ether), BrC(C(=O)OC)C (methyl 2-bromopropionate), C([O-])([O-])=O.[K+].[K+] (potassium carbonate). Solvent: C(C)C(=O)C (methyl ethyl ketone). Run at time 24 hour. The product is cyclohexane petroleum ether, C(C1=CC=CC=C1)OC1=CC=C(OC(C(=O)OC)C)C=C1 (methyl 4-(benzyloxy)-α-phenoxypropionate). Isolated yield 197.8%. Reaction SMILES: C1(C(C2[C:14]([CH2:15][O:16][CH2:17][C:18]3[C:23](C4C(=CC=C(O)C=4)O)=[CH:22][CH:21]=[CH:20][CH:19]=3)=[CH:13][CH:12]=[CH:11][CH:10]=2)=CC(=CC=1)O)O.Br[CH:33]([CH3:38])[C:34]([O:36][CH3:37])=[O:35].C(=O)([O-])[O-:40].[K+].[K+]>C(C(C)=O)C>[CH2:17]([O:16][C:15]1[CH:10]=[CH:11][C:12]([O:40][CH:33]([CH3:38])[C:34]([O:36][CH3:37])=[O:35])=[CH:13][CH:14]=1)[C:18]1[CH:19]=[CH:20][CH:21]=[CH:22][CH:23]=1 |f:2.3.4|. Reported procedure: A mixture of 60 g of hydroquinone monobenzyl ether, 50 g of methyl 2-bromopropionate, 42 g of anhydrous potassium carbonate and 500 ml of methyl ethyl ketone, is heated with stirring for 24 hours to reflux temperature. After it has cooled, the reaction mixture is filtered and washed with methyl ethyl ketone. The filtrate is then concentrated in vacuo. The residual oil soon becomes crystalline. Recyrstallization from cyclohexane/petroleum ether yields 82 g of methyl 4-(benzyloxy)-α-phenoxypropion...